Dataset: the Open Reaction Database (ORD), a public repository of structured organic reaction records. Task: describe an organic reaction: reactants, conditions, products, and yield Reactants: Cl, COc1cc2c(cc1OC)C(O)(CN)CCC2. Product: Cl, COc1cc2c(cc1OC)C(CN)=CCC2. Reaction SMILES: [ClH:18].[NH2:1][CH2:2][C:3]1([OH:17])[CH2:4][CH2:5][CH2:6][c:7]2[cH:8][c:9]([O:15][CH3:16])[c:10]([O:13][CH3:14])[cH:11][c:12]21>>[ClH:18].[NH2:1][CH2:2][C:3]1=[CH:4][CH2:5][CH2:6][c:7]2[cH:8][c:9]([O:15][CH3:16])[c:10]([O:13][CH3:14])[cH:11][c:12]21. The reactants are COc1ccc(Nc2ncc3c(n2)-c2ccc(C(=O)NCCNC(=O)OC(C)(C)C)cc2NC(=O)C3)cc1OC, CC(C)(C)OC(=O)NCCCCN. The product is COc1ccc(Nc2ncc3c(n2)-c2ccc(C(=O)NCCCCN)cc2NC(=O)C3)cc1OC. RXN SMILES: [C:14]([O:15][C:16](=[O:17])[NH:18][CH2:19][CH2:20][NH:21][C:22](=[O:23])[c:26]1[cH:27][cH:28][c:29]2[c:30]([cH:52]1)[NH:31][C:32](=[O:51])[CH2:33][c:34]1[c:35]-2[n:36][c:37]([NH:40][c:41]2[cH:42][c:43]([O:49][CH3:50])[c:44]([O:47][CH3:48])[cH:45][cH:46]2)[n:38][cH:39]1)([CH3:24])([CH3:25])[CH3:53].[NH2:1][CH2:2][CH2:3][CH2:4][CH2:5][NH:6][C:7]([O:8][C:10]([CH3:11])([CH3:12])[CH3:13])=[O:9]>>[NH2:1][CH2:2][CH2:3][CH2:4][CH2:5][NH:6][C:7](=[O:8])[c:26]1[cH:27][cH:28][c:29]2[c:30]([cH:52]1)[NH:31][C:32](=[O:51])[CH2:33][c:34]1[c:35]-2[n:36][c:37]([NH:40][c:41]2[cH:42][c:43]([O:49][CH3:50])[c:44]([O:47][CH3:48])[cH:45][cH:46]2)[n:38][cH:39]1.